Dataset: the Open Reaction Database (ORD), a public repository of structured organic reaction records. Task: describe an organic reaction: reactants, conditions, products, and yield The reactants are FC(=C1[C@]2(C)[C@@H](CC1)C=1CCC=3C=C(C=CC3C1CC2)OC2OCCCC2)F (17-difluoromethylene-3-tetrahydropyranyloxy-estra-1,3,5(10),8-tetraene), C(C(=O)O)(=O)O (oxalic acid). Run in CO (methanol), O (water). The product is FC(=C1[C@]2(C)[C@@H](CC1)C=1CCC=3C=C(C=CC3C1CC2)O)F (17-difluoromethylene-estra-1,3,5(10),8-tetraen-3-ol). Yield: 68.9%. RXN SMILES: [F:1][C:2]([F:28])=[C:3]1[CH2:8][CH2:7][C@H:6]2[C:9]3[CH2:10][CH2:11][C:12]4[CH:13]=[C:14]([O:21]C5CCCCO5)[CH:15]=[CH:16][C:17]=4[C:18]=3[CH2:19][CH2:20][C@:4]12[CH3:5].C(O)(=O)C(O)=O>CO.O>[F:1][C:2]([F:28])=[C:3]1[CH2:8][CH2:7][C@H:6]2[C:9]3[CH2:10][CH2:11][C:12]4[CH:13]=[C:14]([OH:21])[CH:15]=[CH:16][C:17]=4[C:18]=3[CH2:19][CH2:20][C@:4]12[CH3:5]. Procedure: A suspension of 927 mg of 17-difluoromethylene-3-tetrahydropyranyloxy-estra-1,3,5(10),8-tetraene in 20 ml of methanol and 2.0 ml of water is refluxed with 950 mg of oxalic acid for 0.5 hour at a bath temperature of 100° C. Then, it is concentrated by evaporation in a vacuum diluted with ethyl acetate, washed three times with water, once with sodium bicarbonate solution as well as with saturated sodium chloride solution, dried on sodium sulfate and concentrated by evaporation in a vacuum. After c... Starting materials: ClC1=CC=C(OC2=C(C=CC=C2)C2C(N(CC2O)C)=O)C=C1 (3-[2-(4-chlorophenoxy)phenyl]-4-hydroxy-1-methylpyrrolidine-2-one), polyphosphoric acid, ice water. Solvent: ClCCl (dichloromethane). Run at temperature 110 celsius, time 8 hour. Yields the product ClC=1C=CC2=C([C@@H]3[C@@H](C(N(C3)C)=O)C3=C(O2)C=CC=C3)C1 (cis-5-chloro-2,3,3a,12b-tetrahydro-2-methyl-1H-dibenz[2,3:6,7]oxepino[4,5-c]pyrrol-1-one). The yield is 17.7%. Reaction SMILES: [Cl:1][C:2]1[CH:22]=[CH:21][C:5]([O:6][C:7]2[CH:12]=[CH:11][CH:10]=[CH:9][C:8]=2[CH:13]2[CH:17](O)[CH2:16][N:15]([CH3:19])[C:14]2=[O:20])=[CH:4][CH:3]=1>ClCCl>[Cl:1][C:2]1[CH:22]=[CH:21][C:5]2[O:6][C:7]3[CH:12]=[CH:11][CH:10]=[CH:9][C:8]=3[C@@H:13]3[C:14](=[O:20])[N:15]([CH3:19])[CH2:16][C@@H:17]3[C:4]=2[CH:3]=1. Procedure: A mixture of 3 g (9.4 mmol) of 3-[2-(4-chlorophenoxy)phenyl]-4-hydroxy-1-methylpyrrolidine-2-one (compound XIIIb) and 40 g of polyphosphoric acid was stirred overnight at 110° C. After cooling down to room temperature, the resulting mixture was poured into 150 mL of an ice-water mixture. 100 mL of dichloromethane were added, and the organic phase was extracted. The aqueous phase was washed with 50 mL of dichloromethane. The organic phases were combined, washed with brine, and evaporated under va...